From a dataset of the Open Reaction Database (ORD), a public repository of structured organic reaction records. describe an organic reaction: reactants, conditions, products, and yield The reactants are O.N1(N=NC2=C1C=CC=C2)O (1H-benzo[d][1,2,3]triazol-1-ol hydrate), Cl.C(C)N=C=NCCCN(C)C (N1-((ethylimino)methylene)-N3,N3-dimethylpropane-1,3-diamine hydrochloride), IC1=CN(C2=CC=C(C=C12)C(=O)O)S(=O)(=O)C1=CC=C(C)C=C1 (3-iodo-1-tosyl-1H-indole-5-carboxylic acid), NN (Hydrazine). Run in CN(C)C=O (DMF). Run at time 30 minute. Yields the product IC1=CN(C2=CC=C(C=C12)C(=O)NN)S(=O)(=O)C1=CC=C(C)C=C1 (3-iodo-1-tosyl-1H-indole-5-carbohydrazide). Yield: 68.8%. Reaction SMILES: O.[N:2]1(O)C2C=CC=CC=2N=[N:3]1.Cl.C(N=C=NCCCN(C)C)C.[I:24][C:25]1[C:33]2[C:28](=[CH:29][CH:30]=[C:31]([C:34](O)=[O:35])[CH:32]=2)[N:27]([S:37]([C:40]2[CH:46]=[CH:45][C:43]([CH3:44])=[CH:42][CH:41]=2)(=[O:39])=[O:38])[CH:26]=1.NN>CN(C=O)C>[I:24][C:25]1[C:33]2[C:28](=[CH:29][CH:30]=[C:31]([C:34]([NH:2][NH2:3])=[O:35])[CH:32]=2)[N:27]([S:37]([C:40]2[CH:46]=[CH:45][C:43]([CH3:44])=[CH:42][CH:41]=2)(=[O:39])=[O:38])[CH:26]=1 |f:0.1,2.3|. Procedure details: 1H-benzo[d][1,2,3]triazol-1-ol hydrate (0.471 g, 3.07 mmol) (Aldrich), N1-((ethylimino)methylene)-N3,N3-dimethylpropane-1,3-diamine hydrochloride (0.589 g, 3.07 mmol) (Sigma-Aldrich), and 3-iodo-1-tosyl-1H-indole-5-carboxylic acid (1.13 g, 2.56 mmol) were weighed into a 100 mL round bottomed flask and dissolved in DMF (12 mL). The solution was stirred at RT for 30 min. Hydrazine (1.4 mL, 44.6 mmol) (Aldrich) was added, and the reaction was stirred at RT for 1.5 h. The solution was partially conc... The reactants are N#Cc1ccccc1-c1ccc(CBr)cc1, O=C([O-])[O-], CCOc1nc(C)cc(=O)[nH]1, CC#N, [K+], [K+]. Product: CCOc1nc(C)cc(=O)n1Cc1ccc(-c2ccccc2C#N)cc1. As a reaction SMILES: [Br:12][CH2:13][c:14]1[cH:15][cH:16][c:17](-[c:20]2[c:21]([C:26]#[N:27])[cH:22][cH:23][cH:24][cH:25]2)[cH:18][cH:19]1.[C:28](=[O:29])([O-:30])[O-:31].[CH2:1]([CH3:2])[O:3][c:4]1[n:5][c:6]([CH3:11])[cH:7][c:8](=[O:10])[nH:9]1.[CH3:34][C:35]#[N:36].[K+:32].[K+:33]>>[CH2:1]([CH3:2])[O:3][c:4]1[n:5][c:6]([CH3:11])[cH:7][c:8](=[O:10])[n:9]1[CH2:13][c:14]1[cH:15][cH:16][c:17](-[c:20]2[c:21]([C:26]#[N:27])[cH:22][cH:23][cH:24][cH:25]2)[cH:18][cH:19]1. As a reaction SMILES: [C:1]([O:10]C)(=O)[C:2]1[C:3](=[CH:5][CH:6]=[CH:7][CH:8]=1)[NH2:4].[NH2:12][NH2:13]>>[NH2:4][C:3]1[CH:5]=[CH:6][CH:7]=[CH:8][C:2]=1[C:1]([NH:12][NH2:13])=[O:10]. The product is NC1=C(C(=O)NN)C=CC=C1 (o-aminobenzhydrazide). Starting materials: C(C=1C(N)=CC=CC1)(=O)OC (methyl anthranilate), NN (hydrazine). Procedure: The intermediate o-aminobenzhydrazide is prepared by refluxing 151 g (1.0 mol) methyl anthranilate and 55 g (1.1 mol) 64% aqueous hydrazine in a 250 ml round bottom flask for 2 hours. The product is recrystallized from 1.0 liter ethyl alcohol yielding 75 g of a light yellow solid, melting at 119°-121° C. The reactants are C(N)(OC(C)(C)C)=O (tert-butyl carbamate), ClOC(C)(C)C (tert-butyl hypochlorite), BrC1=NC(=CC=C1)\C=C\C1=CC(=CC=C1)OC ((E)-2-bromo-6-(3-methoxystyryl)pyridine), O (water). The reagents and catalysts are [Os](=O)(=O)(=O)=O (osmium tetroxide), [Ag]=O (silver oxide). Run in C(C)#N (acetonitrile). Reaction conditions: temperature 50 celsius, time 5 minute. Product: BrC1=CC=CC(=N1)[C@H]([C@@H](C1=CC(=CC=C1)OC)O)NC(OC(C)(C)C)=O ((±)-tert-Butyl (1R,2R)-1-(6-bromopyridin-2-yl)-2-hydroxy-2-(3-methoxyphenyl)ethylcarbamate). Reaction SMILES: [C:1](=[O:8])([O:3][C:4]([CH3:7])([CH3:6])[CH3:5])[NH2:2].Cl[O:10]C(C)(C)C.[Br:15][C:16]1[CH:21]=[CH:20][CH:19]=[C:18](/[CH:22]=[CH:23]/[C:24]2[CH:29]=[CH:28][CH:27]=[C:26]([O:30][CH3:31])[CH:25]=2)[N:17]=1.O>C(#N)C.[Ag]=O.[Os](=O)(=O)(=O)=O>[Br:15][C:16]1[N:17]=[C:18]([C@@H:22]([NH:2][C:1](=[O:8])[O:3][C:4]([CH3:7])([CH3:6])[CH3:5])[C@H:23]([OH:10])[C:24]2[CH:29]=[CH:28][CH:27]=[C:26]([O:30][CH3:31])[CH:25]=2)[CH:19]=[CH:20][CH:21]=1. Reported procedure: To a solution of tert-butyl carbamate (109 mg, 0.931 mmol) in acetonitrile (5 mL) at 0° C. was added tert-butyl hypochlorite (0.105 mL, 0.93 mmol). After stirring for 5 min, the reaction was treated with silver oxide (108 mg, 0.465 mmol). After stirring for 10 min, the resulting suspension was treated with (E)-2-bromo-6-(3-methoxystyryl)pyridine (180 mg, 0.620 mmol), osmium tetroxide (0.1 mL, 0.32 mmol), and water (0.025 mL, 1.37 mmol). The ice bath was removed and stirring continued for 8 h. Th... Reactants: solution, resultant mixture, compound, C(C=C)C(C(=O)CC1=CC(=C(C(=C1)OC)OC)OC)C1=CC(=C(C(=C1)OC)OC)OC (1-allyl-1,3-bis(3,4,5-trimethoxyphenyl)acetone), O1CCCC1 (tetrahydrofuran), O (water), I(=O)(=O)(=O)[O-].[Na+] (sodium metaperiodate). The reagents and catalysts are [Os](=O)(=O)(=O)=O (osmium tetraoxide). Run in C(C)(C)(C)O (tert.-butanol), mixture. Yields the product COC=1C=C(C=C(C1OC)OC)C(CCO)C(CC1=CC(=C(C(=C1)OC)OC)OC)=O (3,5-bis(3,4,5-trimethoxyphenyl)-4-oxo-pentanol). RXN SMILES: C([CH:4]([C:20]1[CH:25]=[C:24]([O:26][CH3:27])[C:23]([O:28][CH3:29])=[C:22]([O:30][CH3:31])[CH:21]=1)[C:5]([CH2:7][C:8]1[CH:13]=[C:12]([O:14][CH3:15])[C:11]([O:16][CH3:17])=[C:10]([O:18][CH3:19])[CH:9]=1)=[O:6])C=C.[O:32]1CC[CH2:34][CH2:33]1.O.I([O-])(=O)(=O)=O.[Na+]>C(O)(C)(C)C.[Os](=O)(=O)(=O)=O>[CH3:27][O:26][C:24]1[CH:25]=[C:20]([CH:4]([C:5](=[O:6])[CH2:7][C:8]2[CH:13]=[C:12]([O:14][CH3:15])[C:11]([O:16][CH3:17])=[C:10]([O:18][CH3:19])[CH:9]=2)[CH2:34][CH2:33][OH:32])[CH:21]=[C:22]([O:30][CH3:31])[C:23]=1[O:28][CH3:29] |f:3.4|. Procedure details: To a solution of 27.5 g of the compound prepared in (d) above in 640 ml of a mixture of tetrahydrofuran and water (in a 2:1 ratio) was added 9 ml of a 2.5% solution of osmium tetraoxide in tert.-butanol. The reaction mixture was then allowed to stir at room temperature until it darkened to a black opaque mixture, after which time 82.07 g of sodium metaperiodate was added. The resultant mixture was then stirred at room temperature for 20 hours, after which time it was filtered and the solvent was... The reactants are COC1=CC=C(CN)C=C1 (4-methoxybenzylamine), COC(OC)OC (trimethylorthoformate), [N-]=[N+]=[N-].[Na+] (sodium azide). Solvent: C(C)(=O)O (acetic acid). Conditions: temperature 80 celsius, time 14 hour. Product: COC1=CC=C(C=C1)CN1N=NN=C1 (1-(4-methoxyphenylmethyl)tetrazole). Reaction SMILES: [CH3:1][O:2][C:3]1[CH:10]=[CH:9][C:6]([CH2:7][NH2:8])=[CH:5][CH:4]=1.[CH3:11]OC(OC)OC.[N-:18]=[N+:19]=[N-:20].[Na+]>C(O)(=O)C>[CH3:1][O:2][C:3]1[CH:10]=[CH:9][C:6]([CH2:7][N:8]2[CH:11]=[N:20][N:19]=[N:18]2)=[CH:5][CH:4]=1 |f:2.3|. Procedure details: The mixture of 4-methoxybenzylamine (27 g), trimethylorthoformate (52.4 ml), sodium azide (19.2 g) and acetic acid (176 ml) was stirred at 80° C. for 14 h. The reaction mixture was concentrated under reduced pressure, the residue was dissolved in water and extracted with ethyl acetate. The extract was washed with a 1N aqueous solution of hydrochloric acid, water, a saturated aqueous solution of sodium hydrocarbonate and a saturated aqueous solution of sodium chloride, successively, dried over an... Reactants: C(#N)C1(CC1)NC([C@@H](N[C@H](C(F)(F)F)C1=CC=C(C=C1)C1=CC=C(C=C1)S(=O)(=O)C)CCC)=O (N1-(1-cyanocyclopropyl)-N2-{(1S)-2,2,2-trifluoro-1-[4′-(methylsulfonyl)-1,1′-biphenyl-4-yl]ethyl}-L-norvalinamide), B(C=1C=CC(=CC1)C)(O)O (p-tolylboronic acid), BrC1=CC=C(C=C1)[C@@H](C(F)(F)F)N[C@@H](CCC)C(=O)NC1(CC1)C#N (N2-[(1S)-1-(4-bromophenyl)-2,2,2-trifluoroethyl]-N1-(1-cyanocyclopropyl)-L-norvalinamide). The reagents and catalysts are Cl[Pd]Cl.C1(=CC=CC=C1)P([C-]1C=CC=C1)C1=CC=CC=C1.[C-]1(C=CC=C1)P(C1=CC=CC=C1)C1=CC=CC=C1.[Fe+2] ([1,1′-bis(diphenylphosphino)ferrocene]-dichloropalladium(II)). Product: C(#N)C1(CC1)NC([C@H](CCC)N[C@H](C(F)(F)F)C1=CC=C(C=C1)C1=CC=C(C=C1)C)=O ((2S)-2-[(1S)-2,2,2-trifluoro-1-(4′-methylbiphenyl-4-yl)-ethylamino]-pentanoic acid (1-cyanocyclopropyl)-amide). Reaction SMILES: [C:1]([C:3]1([NH:6][C:7](=[O:34])[C@H:8]([CH2:31][CH2:32][CH3:33])[NH:9][C@@H:10]([C:15]2[CH:20]=[CH:19][C:18]([C:21]3[CH:26]=[CH:25][C:24](S(C)(=O)=O)=[CH:23][CH:22]=3)=[CH:17][CH:16]=2)[C:11]([F:14])([F:13])[F:12])[CH2:5][CH2:4]1)#[N:2].B(O)(O)[C:36]1C=CC(C)=CC=1.BrC1C=CC([C@H](N[C@H](C(NC2(C#N)CC2)=O)CCC)C(F)(F)F)=CC=1>Cl[Pd]Cl.C1(P(C2C=CC=CC=2)[C-]2C=CC=C2)C=CC=CC=1.[C-]1(P(C2C=CC=CC=2)C2C=CC=CC=2)C=CC=C1.[Fe+2]>[C:1]([C:3]1([NH:6][C:7](=[O:34])[C@@H:8]([NH:9][C@@H:10]([C:15]2[CH:20]=[CH:19][C:18]([C:21]3[CH:26]=[CH:25][C:24]([CH3:36])=[CH:23][CH:22]=3)=[CH:17][CH:16]=2)[C:11]([F:14])([F:13])[F:12])[CH2:31][CH2:32][CH3:33])[CH2:5][CH2:4]1)#[N:2] |f:3.4.5.6|. Procedure details: The title compound was synthesized in similar manner to that described for N1-(1-cyanocyclopropyl)-N2-{(1S)-2,2,2-trifluoro-1-[4′-(methylsulfonyl)-1,1′-biphenyl-4-yl]ethyl}-L-norvalinamide via Suzuki cross-coupling between p-tolylboronic acid and N2-[(1S)-1-(4-bromophenyl)-2,2,2-trifluoroethyl]-N1-(1-cyanocyclopropyl)-L-norvalinamide in the presence of [1,1′-bis(diphenylphosphino)ferrocene]-dichloropalladium(II), dichloromethane complex. MS (+ESI): 430 [M+1]+